This data is from the Open Reaction Database (ORD), a public repository of structured organic reaction records. The task is: describe an organic reaction: reactants, conditions, products, and yield The reactants are CCOP(=O)(OCC)Oc1ccc(C(C)(C)C)cc1C(C)(C)C, CCOCC, [Li], N. Product: CC(C)(C)c1cccc(C(C)(C)C)c1. Reaction SMILES: [CH2:2]([O:3][P:4](=[O:5])([O:6][CH2:21][CH3:22])[O:23][c:7]1[c:8]([C:17]([CH3:18])([CH3:19])[CH3:20])[cH:9][c:10]([C:13]([CH3:14])([CH3:15])[CH3:16])[cH:11][cH:12]1)[CH3:24].[CH3:26][CH2:27][O:28][CH2:29][CH3:30].[Li:25].[NH3:1]>>[cH:7]1[c:8]([C:17]([CH3:18])([CH3:19])[CH3:20])[cH:9][c:10]([C:13]([CH3:14])([CH3:15])[CH3:16])[cH:11][cH:12]1.